This data is from the Open Reaction Database (ORD), a public repository of structured organic reaction records. The task is: describe an organic reaction: reactants, conditions, products, and yield Starting materials: FC(C(=O)O)(F)F.CS(=O)(=O)N1CCC(CC1)N (1-methanesulfonyl-piperidin-4-ylamine; compound with trifluoro-acetic acid), NC1=NC(=NC=C1C(=O)C1=CC(=CC=2C=COC21)F)Cl ((4-amino-2-chloro-pyrimidin-5-yl)-(5-fluoro-benzofuran-7-yl)-methanone), C(C)(C)N(CC)C(C)C (diisopropylethylamine). Solvent: ice water, C(C)O (ethanol). Run at time 2 hour. Product: NC1=NC(=NC=C1C(=O)C1=C(C(=CC=C1O)F)F)NC1CCN(CC1)S(=O)(=O)C ([4-amino-2-(1-methanesulfonyl-piperidin-4-ylamino)-pyrimidin-5-yl]-(2,3-difluoro-6-hydroxy-phenyl)-methanone). Yield: 48.2%. As a reaction SMILES: [F:1]C(F)(F)C(O)=O.[CH3:8][S:9]([N:12]1[CH2:17][CH2:16][CH:15]([NH2:18])[CH2:14][CH2:13]1)(=[O:11])=[O:10].[NH2:19][C:20]1[C:25]([C:26]([C:28]2[C:36]3[O:35]C=C[C:32]=3[CH:31]=[C:30]([F:37])[CH:29]=2)=[O:27])=[CH:24][N:23]=[C:22](Cl)[N:21]=1.C(N(C(C)C)CC)(C)C>C(O)C>[NH2:19][C:20]1[C:25]([C:26]([C:28]2[C:36]([OH:35])=[CH:32][CH:31]=[C:30]([F:37])[C:29]=2[F:1])=[O:27])=[CH:24][N:23]=[C:22]([NH:18][CH:15]2[CH2:14][CH2:13][N:12]([S:9]([CH3:8])(=[O:11])=[O:10])[CH2:17][CH2:16]2)[N:21]=1 |f:0.1|. Procedure details: trifluoroacetic acid salt (0.68 g, 2.3 mmol, Example 162), (4-amino-2-chloro-pyrimidin-5-yl)-(5-fluoro-benzofuran-7-yl)-methanone (0.5 g, 1.7 mmol, Step F), and diisopropylethylamine (1 mL, Aldrich) were combined with ethanol (20 mL) and refluxed for 12 hours. The reaction was cooled and diluted with ice water (˜60 mL). After 2 hours, the suspension was filtered and dried at 50° C. and high vacuum to give 0.35 g (57%) of [4-amino-2-(1-methanesulfonyl-piperidin-4-ylamino)-pyrimidin-5-yl]-(2,3-dif...